This data is from the Open Reaction Database (ORD), a public repository of structured organic reaction records. The task is: describe an organic reaction: reactants, conditions, products, and yield Reactants: C(CCC)OC1=NC(=C2N=C(N(C2=N1)CCCC1NCCCC1)OC)N (2-(butyloxy)-8-(methyloxy)-9-[3-(2-piperidinyl)propyl]-9H-purin-6-amine), ICC1CCCC1 (iodomethylcyclopentane). Product: NC1=C2NC(N(C2=NC(=N1)OCCCC)CCCC1N(CCCC1)CC1CCCC1)=O (6-Amino-2-(butyloxy)-9-{3-[1-(cyclopentylmethyl)-2-piperidinyl]propyl}-7,9-dihydro-8H-purin-8-one). As a reaction SMILES: [CH2:1]([O:5][C:6]1[N:14]=[C:13]2[C:9]([N:10]=[C:11]([O:24]C)[N:12]2[CH2:15][CH2:16][CH2:17][CH:18]2[CH2:23][CH2:22][CH2:21][CH2:20][NH:19]2)=[C:8]([NH2:26])[N:7]=1)[CH2:2][CH2:3][CH3:4].I[CH2:28][CH:29]1[CH2:33][CH2:32][CH2:31][CH2:30]1>>[NH2:26][C:8]1[N:7]=[C:6]([O:5][CH2:1][CH2:2][CH2:3][CH3:4])[N:14]=[C:13]2[C:9]=1[NH:10][C:11](=[O:24])[N:12]2[CH2:15][CH2:16][CH2:17][CH:18]1[CH2:23][CH2:22][CH2:21][CH2:20][N:19]1[CH2:28][CH:29]1[CH2:33][CH2:32][CH2:31][CH2:30]1. Procedure: Prepared similarly to Example 14 from 2-(butyloxy)-8-(methyloxy)-9-[3-(2-piperidinyl)propyl]-9H-purin-6-amine and iodomethylcyclopentane.